This data is from the Open Reaction Database (ORD), a public repository of structured organic reaction records. The task is: describe an organic reaction: reactants, conditions, products, and yield Reactants: C1(CC1)COCCC1=CC=C(OCC2CO2)C=C1 (1-[4-(2-cyclopropylmethoxyethyl)phenoxy]-2,3-epoxypropane), NCCCOC1=C(C=C(C=C1)C=1CCC(NN1)=O)C (6-[4-(3-aminopropoxy)-3-methyl-phenyl]-4,5-dihydro-3(2H)-pyridazinone). Yields the product C1(CC1)COCCC1=CC=C(OCC(CNCCCOC2=C(C=C(C=C2)C=2CCC(NN2)=O)C)O)C=C1 (6-[4-[3-[3-(4-(2-Cyclopropylmethoxy-ethyl)phenoxy)-2-hydroxypropylamino]propoxy]-3-methyl-phenyl]-4,5-dihydro-3(2H)-pyridazinone). As a reaction SMILES: [CH:1]1([CH2:4][O:5][CH2:6][CH2:7][C:8]2[CH:18]=[CH:17][C:11]([O:12][CH2:13][CH:14]3[O:16][CH2:15]3)=[CH:10][CH:9]=2)[CH2:3][CH2:2]1.[NH2:19][CH2:20][CH2:21][CH2:22][O:23][C:24]1[CH:29]=[CH:28][C:27]([C:30]2[CH2:31][CH2:32][C:33](=[O:36])[NH:34][N:35]=2)=[CH:26][C:25]=1[CH3:37]>>[CH:1]1([CH2:4][O:5][CH2:6][CH2:7][C:8]2[CH:18]=[CH:17][C:11]([O:12][CH2:13][CH:14]([OH:16])[CH2:15][NH:19][CH2:20][CH2:21][CH2:22][O:23][C:24]3[CH:29]=[CH:28][C:27]([C:30]4[CH2:31][CH2:32][C:33](=[O:36])[NH:34][N:35]=4)=[CH:26][C:25]=3[CH3:37])=[CH:10][CH:9]=2)[CH2:3][CH2:2]1. Procedure: Prepared analogously to Example 1 from 1-[4-(2-cyclopropylmethoxyethyl)phenoxy]-2,3-epoxypropane and 6-[4-(3-aminopropoxy)-3-methyl-phenyl]-4,5-dihydro-3(2H)-pyridazinone. Reactants: NC1=CC(=C(OC2=CC(=NC3=CC(=C(C=C23)OC)OC)N)C=C1)F (4-(4-amino-2-fluoro-phenoxy)-6,7-dimethoxy-quinolin-2-ylamine), COC=1C=C2C(=CC(=NC2=CC1OC)SC)OC1=C(C=C(C=C1)NC(=O)C1(CC1)C(=O)NC1=CC=C(C=C1)F)F (N-(4-{[6,7-bis(methyloxy)-2-(methylthio)quinolin-4-yl]oxy}-3-fluorophenyl)-N′-(4-fluorophenyl)cyclopropane-1,1-dicarboxamide). Product: NC1=NC2=CC(=C(C=C2C(=C1)OC1=C(C=C(C=C1)NC(=O)C1(CC1)C(=O)NC1=CC=C(C=C1)F)F)OC)OC (N-(4-{[2-amino-6,7-bis(methyloxy)quinolin-4-yl]oxy}-3-fluorophenyl)-N′-(4-fluorophenyl)cyclopropane-1,1-dicarboxamide), solid. Yield: 4.0%. As a reaction SMILES: [NH2:1][C:2]1[CH:23]=[CH:22][C:5]([O:6][C:7]2[C:16]3[C:11](=[CH:12][C:13]([O:19][CH3:20])=[C:14]([O:17][CH3:18])[CH:15]=3)[N:10]=[C:9]([NH2:21])[CH:8]=2)=[C:4]([F:24])[CH:3]=1.COC1C=C2C(=CC=1OC)N=C(SC)C=C2OC1C=CC(N[C:49]([C:51]2([C:54]([NH:56][C:57]3[CH:62]=[CH:61][C:60]([F:63])=[CH:59][CH:58]=3)=[O:55])[CH2:53][CH2:52]2)=[O:50])=CC=1F>>[NH2:21][C:9]1[CH:8]=[C:7]([O:6][C:5]2[CH:22]=[CH:23][C:2]([NH:1][C:49]([C:51]3([C:54]([NH:56][C:57]4[CH:62]=[CH:61][C:60]([F:63])=[CH:59][CH:58]=4)=[O:55])[CH2:53][CH2:52]3)=[O:50])=[CH:3][C:4]=2[F:24])[C:16]2[C:11](=[CH:12][C:13]([O:19][CH3:20])=[C:14]([O:17][CH3:18])[CH:15]=2)[N:10]=1. Reported procedure: N-(4-{[2-amino-6,7-bis(methyloxy)quinolin-4-yl]oxy}-3-fluorophenyl)-N′-(4-fluorophenyl)cyclopropane-1,1-dicarboxamide was synthesized from 4-(4-amino-2-fluoro-phenoxy)-6,7-dimethoxy-quinolin-2-ylamine in a similar manner as N-(4-{[6,7-bis(methyloxy)-2-(methylthio)quinolin-4-yl]oxy}-3-fluorophenyl)-N′-(4-fluorophenyl)cyclopropane-1,1-dicarboxamide. It was purified by preparatory HPLC using ammonium acetate and isolated as a white solid (4.0% yield). 1H NMR (DMSO-d6) δ 10.34 (s, 1H), 9.95 (s, 1H),... Run in Cl.O1CCOCC1 (HCl dioxane). The yield is 186.6%. RXN SMILES: [Cl:1][C:2]1[CH:3]=[C:4]([NH:10][C:11]2[N:16]=[CH:15][C:14]([N:17]3[CH2:22][CH2:21][N:20](C([O-])=O)[CH2:19][CH2:18]3)=[CH:13][CH:12]=2)[C:5](=[O:9])[N:6]([CH3:8])[N:7]=1>Cl.O1CCOCC1>[ClH:1].[Cl:1][C:2]1[CH:3]=[C:4]([NH:10][C:11]2[CH:12]=[CH:13][C:14]([N:17]3[CH2:22][CH2:21][NH:20][CH2:19][CH2:18]3)=[CH:15][N:16]=2)[C:5](=[O:9])[N:6]([CH3:8])[N:7]=1 |f:1.2,3.4|. Conditions: time 2 hour. Yields the product Cl.ClC=1C=C(C(N(N1)C)=O)NC1=NC=C(C=C1)N1CCNCC1 (6-Chloro-2-methyl-4-(5-(piperazin-1-yl)pyridin-2-ylamino)pyridazin-3(2H)-one Hydrochloride). Procedure: Intermediate 328a (1.4 g, 3.3 mmol) was suspended in 4.0 M HCl/dioxane (10 mL). The reaction mixture was stirred at room temperature for 2 h and concentrated under reduced pressure to give 328b (1.1 g, 96%). MS: [M+H]+ 321. Starting materials: ClC=1C=C(C(N(N1)C)=O)NC1=CC=C(C=N1)N1CCN(CC1)C(=O)[O-] (4-(6-(6-Chloro-2-methyl-3-oxo-2,3-dihydropyridazin-4-yl-amino)pyridin-3-yl)piperazine-1-carboxylate). Reactants: BrB(Br)Br, COc1cc(Br)cc(C=O)c1O, ClCCl. RXN SMILES: [B:13]([Br:14])([Br:15])[Br:16].[Br:1][c:2]1[cH:3][c:4]([O:11][CH3:12])[c:5]([OH:10])[c:6]([CH:7]=[O:8])[cH:9]1.[Cl:17][CH2:18][Cl:19]>>[Br:1][c:2]1[cH:3][c:4]([OH:11])[c:5]([OH:10])[c:6]([CH:7]=[O:8])[cH:9]1. The product is O=Cc1cc(Br)cc(O)c1O. Reactants: OC1=CC=C2C(CCN3C2=C1CCCC3)=O (9-hydroxy-2,3,5,6,7,8-hexahydro-1H-azepino[3,2,1-ij]quinolone), ClC=1C(=C(C(=C2C1C(=O)OC2=O)Cl)Cl)Cl (tetrachlorophthalic anhydride). Solvent: C1=CC(=CC=C1Cl)Cl (dichlorobenzene). The product is ClC1=C(C(=O)O)C(=C(C(=C1Cl)Cl)Cl)C(=O)C=1C=C2CCCN3C2=C(C1O)CCCC3 (2,3,4,5-tetrachloro-6-(9-hydroxy-2,3,5,6,7,8-hexahydro-1H-azepino[3,2,1-ij]quinoline-10-carbonyl)benzoic Acid). Reaction SMILES: [OH:1][C:2]1[C:11]2[CH2:12][CH2:13][CH2:14][CH2:15][N:9]3[C:10]=2[C:5]([C:6](=O)[CH2:7][CH2:8]3)=[CH:4][CH:3]=1.[Cl:17][C:18]1[C:19]([Cl:31])=[C:20]([Cl:30])[C:21]([Cl:29])=[C:22]2[C:27](=[O:28])[O:26][C:24](=[O:25])[C:23]=12>C1C(Cl)=CC=C(Cl)C=1>[Cl:17][C:18]1[C:19]([Cl:31])=[C:20]([Cl:30])[C:21]([Cl:29])=[C:22]([C:27]([C:3]2[CH:4]=[C:5]3[C:10]4=[C:11]([CH2:12][CH2:13][CH2:14][CH2:15][N:9]4[CH2:8][CH2:7][CH2:6]3)[C:2]=2[OH:1])=[O:28])[C:23]=1[C:24]([OH:26])=[O:25]. Reported procedure: To a solution of 9-hydroxy-2,3,5,6,7,8-hexahydro-1H-azepino[3,2,1-ij]quinolone (30 mg) in dichlorobenzene (1 mL), tetrachlorophthalic anhydride (0.13 mL) was added. After stirring at reflux for 2 hours, the solvent was removed, and the resulting crude product purified by preparative HPLC (gradient of ACN in 0.1% TFA in H2O) to provide the title compound (20 mg) as a green solid: MS expected 490 (C21H18Cl4NO4+, M+), found 490. The reactants are C1(=CC=CC=C1)N(C(C)=O)C1=CC=NC2=CC=CC=C12 (N-phenyl-N-quinolin-4-ylacetamide), [BH4-].[Na+] (sodium borohydride). The reagents and catalysts are [Ni](Cl)Cl (Nickel dichloride). The solvent is CO (methanol). Conditions: time 8 hour. Yields the product C1(=CC=CC=C1)N(C(C)=O)C1CCNC2=CC=CC=C12 (N-phenyl-N-1,2,3,4-tetrahydroquinolin-4-ylacetamide). The yield is 18.7%. RXN SMILES: [C:1]1([N:7]([C:11]2[C:20]3[C:15](=[CH:16][CH:17]=[CH:18][CH:19]=3)[N:14]=[CH:13][CH:12]=2)[C:8](=[O:10])[CH3:9])[CH:6]=[CH:5][CH:4]=[CH:3][CH:2]=1.[BH4-].[Na+]>CO.[Ni](Cl)Cl>[C:1]1([N:7]([CH:11]2[C:20]3[C:15](=[CH:16][CH:17]=[CH:18][CH:19]=3)[NH:14][CH2:13][CH2:12]2)[C:8](=[O:10])[CH3:9])[CH:2]=[CH:3][CH:4]=[CH:5][CH:6]=1 |f:1.2|. Procedure details: To a solution of N-phenyl-N-quinolin-4-ylacetamide (2 g) and Nickel dichloride (7.6 mmol) in methanol, cooled at 0° C., was added sodium borohydride (20 eq). The solution was then stirred overnight, at room temperature. The solvent was removed to give an amorphous materiel, which is crystallized in diethyl ether. After fitration, dichloromethane was added and the solution was washed with water. The organic layer was separated and dried over sodium sulfate. The solvent was removed to obtain an am... The reactants are C1(=CC=CC=C1)NC1=CC(=CC=C1)Cl (N-phenyl-3-chloraniline), C(=O)(Cl)Cl (phosgene), CN(C1=CC=CC=C1)C (N,N-dimethylaniline). The solvent is C1(=CC=CC=C1)C (toluene), C1(=CC=CC=C1)C (toluene). Product: C(C1=CC=CC=C1)N(C(=O)N(C1=CC=CC=C1)C1=CC(=CC=C1)Cl)CCCC (1-benzyl-1-(n-butyl)-3-(3-chlorophenyl)-3-phenylurea). Reaction SMILES: [C:1]1([NH:7][C:8]2[CH:13]=[CH:12][CH:11]=[C:10]([Cl:14])[CH:9]=2)[CH:6]=[CH:5][CH:4]=[CH:3][CH:2]=1.[C:15](Cl)(Cl)=[O:16].CN(C)[C:21]1[CH:26]=[CH:25][CH:24]=[CH:23][CH:22]=1>C1(C)C=CC=CC=1>[CH2:8]([N:7]([CH2:1][CH2:2][CH2:3][CH3:4])[C:15]([N:7]([C:8]1[CH:13]=[CH:12][CH:11]=[C:10]([Cl:14])[CH:9]=1)[C:1]1[CH:6]=[CH:5][CH:4]=[CH:3][CH:2]=1)=[O:16])[C:21]1[CH:22]=[CH:23][CH:24]=[CH:25][CH:26]=1. Procedure: A solution of 5.09 g. of N-phenyl-3-chloraniline in 20 ml. of toluene is added to a solution of 4.70 g. of phosgene and 3.64 g. of N,N-dimethylaniline in 55 ml. of toluene and the mixture is warmed to 400° C. and then stirred while cooling to room temperature during 45 minutes. The mixture is extracted with water and the organic layer is separateld and evaporated to about one-half its volume. To this solution is added 100 ml. of toluene followed by 9.80 g. of N-benzyl-n-butylamine. The resulting... Starting materials: [N+](=O)([O-])C1=CC=C(C=C1)N=NC1=CC=C(C=C1)O (4-nitro-4'-hydroxy-azobenzene), [I-].[Na+] (sodium iodide), BrCCCCCCC (1-bromo-heptane), C([O-])([O-])=O.[K+].[K+] (potassium carbonate). Run in C(C)O (ethanol). The product is [N+](=O)([O-])C1=CC=C(C=C1)N=NC1=CC=C(C=C1)OCCCCCCC (4-nitro-4'-heptyloxy-azobenzene). RXN SMILES: [N+:1]([C:4]1[CH:9]=[CH:8][C:7]([N:10]=[N:11][C:12]2[CH:17]=[CH:16][C:15]([OH:18])=[CH:14][CH:13]=2)=[CH:6][CH:5]=1)([O-:3])=[O:2].[I-].[Na+].Br[CH2:22][CH2:23][CH2:24][CH2:25][CH2:26][CH2:27][CH3:28].C(=O)([O-])[O-].[K+].[K+]>C(O)C>[N+:1]([C:4]1[CH:9]=[CH:8][C:7]([N:10]=[N:11][C:12]2[CH:17]=[CH:16][C:15]([O:18][CH2:22][CH2:23][CH2:24][CH2:25][CH2:26][CH2:27][CH3:28])=[CH:14][CH:13]=2)=[CH:6][CH:5]=1)([O-:3])=[O:2] |f:1.2,4.5.6|. Procedure: A mixture of 3.1 g of 4-nitro-4'-hydroxy-azobenzene, 15 mg of sodium iodide, 2.27 g of 1-bromo-heptane, 1.8 g of potassium carbonate and 20 ml of ethanol is heated under reflux for 60 hours. The solvent is removed in vacuo, water is added and the mixture is exhaustively extracted with methylene chloride. The residue of 4.0 g (brown crystals) of 4-nitro-4'-heptyloxy-azobenzene, which remains after drying with sodium sulfate and removing the solvent by evaporation, is chromatographed on a column o...